This data is from the Open Reaction Database (ORD), a public repository of structured organic reaction records. The task is: describe an organic reaction: reactants, conditions, products, and yield Starting materials: N(=O)OCCC(C)C (isoamyl nitrite), C(C=1C(N)=CC=CC1)(=O)O (anthranilic acid), [OH-].[Na+] (sodium hydroxide). The solvent is C(OC)COC (glyme), C(OC)COC (glyme), C(OC)COC (glyme). Yields the product C1=CC=C2C3C=CC(C2=C1)O3 (1,4-dihydronaphthalene1,4-endo-oxide). Isolated yield 51.0%. Reaction SMILES: N(O[CH2:4][CH2:5][CH:6](C)C)=O.[C:9]([OH:18])(=O)[C:10]1[C:11](=[CH:13][CH:14]=[CH:15][CH:16]=1)N.[OH-].[Na+]>C(COC)OC>[CH:15]1[CH:16]=[C:10]2[C:11]([CH:6]3[O:18][CH:9]2[CH:4]=[CH:5]3)=[CH:13][CH:14]=1 |f:2.3|. Reported procedure: Solutions of 20 ml of isoamyl nitrite in glyme (20 ml) and of 13.7 g of anthranilic acid in glyme (45 ml) were added simultaneously by drops to a refluxing mixture of glyme (50 ml) and furna (50 ml). Refluxing was continued for ten minutes and the brown solution was cooled, made basic with aqueous sodium hydroxide (1N), and extracted with petroleum ether. The extract was washed thoroughly with water, clarified with Norit®, dried, and evaporated to give an oil. The oil solidified on cooling to gi... The reactants are C1(=CC=CC=C1)N1N=C(C=C1C1=CC(=CC=C1)CCC)NC(=O)C12CN(C(C2C1)=O)CC1=C(C=C(C=C1)OC)OC (3-(2,4-dimethoxybenzyl)-4-oxo-3-azabicyclo[3.1.0]hexane-1-carboxylic acid[1-phenyl-5-(3-propylphenyl)-1H-pyrazol-3-yl]amide), C1(=CC=CC=C1)OC (anisole), FC(C(=O)O)(F)F (trifluoroacetic acid). Run at temperature 80 celsius, time 3 hour. Product: C1(=CC=CC=C1)N1N=C(C=C1C1=CC(=CC=C1)CCC)NC(=O)C12CNC(C2C1)=O (4-Oxo-3-azabicyclo[3.1.0]hexane-1-carboxylic acid[1-phenyl-5-(3-propylphenyl)-1H-pyrazol-3-yl]amide). Isolated yield 6.5%. Reaction SMILES: [C:1]1([N:7]2[C:11]([C:12]3[CH:17]=[CH:16][CH:15]=[C:14]([CH2:18][CH2:19][CH3:20])[CH:13]=3)=[CH:10][C:9]([NH:21][C:22]([C:24]34[CH2:29][CH:28]3[C:27](=[O:30])[N:26](CC3C=CC(OC)=CC=3OC)[CH2:25]4)=[O:23])=[N:8]2)[CH:6]=[CH:5][CH:4]=[CH:3][CH:2]=1.C1(OC)C=CC=CC=1.FC(F)(F)C(O)=O>>[C:1]1([N:7]2[C:11]([C:12]3[CH:17]=[CH:16][CH:15]=[C:14]([CH2:18][CH2:19][CH3:20])[CH:13]=3)=[CH:10][C:9]([NH:21][C:22]([C:24]34[CH2:29][CH:28]3[C:27](=[O:30])[NH:26][CH2:25]4)=[O:23])=[N:8]2)[CH:2]=[CH:3][CH:4]=[CH:5][CH:6]=1. Reported procedure: To 3-(2,4-dimethoxybenzyl)-4-oxo-3-azabicyclo[3.1.0]hexane-1-carboxylic acid[1-phenyl-5-(3-propylphenyl)-1H-pyrazol-3-yl]amide (6.3 mg) were sequentially added anisole (2 μl) and trifluoroacetic acid (0.5 ml) at room temperature, and the mixture was stirred at 80° C. for 3 hours. This reaction mixture was concentrated under reduced pressure, the resulting residue was purified by silica gel thin-layer chromatography (eluent: chloroform/methanol=9/1) to give the titled compound (0.3 mg). The reactants are COC=1C=C2CCC(CC2=CC1)=O (6-methoxy-2-tetralone), C1(=CC=C(C=C1)S(=O)(=O)O)C (p-toluenesulphonic acid), N1CCCC1 (pyrrolidine). Solvent: C1=CC=CC=C1 (benzene). Product: COC=1C=C2CCC(=CC2=CC1)N1CCCC1 (1-(6-methoxy-3,4-dihydro-2-naphthyl)pyrrolidine). Reaction SMILES: [CH3:1][O:2][C:3]1[CH:4]=[C:5]2[C:10](=[CH:11][CH:12]=1)[CH2:9][C:8](=O)[CH2:7][CH2:6]2.C1(C)C=CC(S(O)(=O)=O)=CC=1.[NH:25]1[CH2:29][CH2:28][CH2:27][CH2:26]1>C1C=CC=CC=1>[CH3:1][O:2][C:3]1[CH:4]=[C:5]2[C:10](=[CH:11][CH:12]=1)[CH:9]=[C:8]([N:25]1[CH2:29][CH2:28][CH2:27][CH2:26]1)[CH2:7][CH2:6]2. Reported procedure: 12.0 g of 6-methoxy-2-tetralone were boiled at reflux for 2 hours in 200 ml of benzene and 5.6 ml of pyrrolidine, in the presence of 0.5 g of anhydrous p-toluenesulphonic acid. The toluene was removed in vacuo. 9.70 g of acrylamide and 0.5 g of p-toluenesulphonic acid were added to the thus-obtained crude 1-(6-methoxy-3,4-dihydro-2-naphthyl)pyrrolidine. The mixture was heated under nitrogen to 100° for 2 hours and to 150° for 2 hours. The reaction mixture was partitioned between 400 ml of chloro...